Dataset: the Open Reaction Database (ORD), a public repository of structured organic reaction records. Task: describe an organic reaction: reactants, conditions, products, and yield The product is CN(C(=NCCCC)N(C)C)C (N,N,N′,N′-tetramethyl-N″-butylguanidine), clear oil. Solvent: ClC(C)Cl (dichloroethane). Procedure details: N,N,N′,N′-tetramethyl-N″-butylguanidine was prepared as follows: 9.3 g tetramethyl urea was added to 80 mL dry dichloroethane in a two-neck 250 mL round-bottom-flask. 11.3 mL oxalyl chloride was added and the solution was heated at 70° C. for two hours. The solvent was evaporated in vacuo after the solution cooled to room temperature. Residual solid was then dissolved in dry acetonitrile and cooled to 0° C. 15 mL butyl amine (1.02 eq) was slowly added. The solution was slowly warmed and allowed ... As a reaction SMILES: [CH3:1][N:2]([CH3:8])[C:3](=O)[N:4]([CH3:6])[CH3:5].C(Cl)(=O)C(Cl)=O.[CH2:15]([NH2:19])[CH2:16][CH2:17][CH3:18]>ClC(Cl)C>[CH3:1][N:2]([CH3:8])[C:3]([N:4]([CH3:6])[CH3:5])=[N:19][CH2:15][CH2:16][CH2:17][CH3:18]. Conditions: temperature 70 celsius. Starting materials: CN(C(N(C)C)=O)C (tetramethyl urea), C(CCC)N (butyl amine), C(C(=O)Cl)(=O)Cl (oxalyl chloride).